From a dataset of the Open Reaction Database (ORD), a public repository of structured organic reaction records. describe an organic reaction: reactants, conditions, products, and yield The reactants are C(\C=C\C(=O)O)(=O)OC (methyl hydrogen fumarate), C(O)([O-])=O.[Cs+] (cesium hydrogen carbonate), ClCCOC(=O)OCC (ethyl (chloroethoxy)formate). Run in CN1CCCC1=O (NMP). The product is C(\C=C\C(=O)OC)(=O)OCCOC(=O)OCC (Ethoxycarbonyloxyethyl methyl (2E)but-2-ene-1,4-dioate). Yield: 85.3%. As a reaction SMILES: [C:1]([O:8][CH3:9])(=[O:7])/[CH:2]=[CH:3]/[C:4]([OH:6])=[O:5].C(=O)([O-])O.[Cs+].Cl[CH2:16][CH2:17][O:18][C:19]([O:21][CH2:22][CH3:23])=[O:20]>CN1C(=O)CCC1>[C:4]([O:6][CH2:16][CH2:17][O:18][C:19]([O:21][CH2:22][CH3:23])=[O:20])(=[O:5])/[CH:3]=[CH:2]/[C:1]([O:8][CH3:9])=[O:7] |f:1.2|. Procedure: Following general procedure A, methyl hydrogen fumarate (0.39 g, 3.0 mmol) in NMP (8 mL) was reacted with CsHCO3 (0.69 g, 3.6 mmol) and ethyl (chloroethoxy)formate (0.64 g, 4.2 mmol) to afford 0.63 g (85% yield) of the title compound (39) after isolation and purification. 1H NMR (CDCl3, 400 MHz): δ 6.89 (d, J=15.6 Hz, 1H), 6.82 (d, J=15.6 Hz, 1H), 6.84 (q, J=5.6 Hz, 1H), 4.23 (q, J=7.2 Hz, 3H), 3.81 (s, 3H), 1.58 (d, J=5.6 Hz, 3H), 1.32 (t, J=7.2 Hz, 3H). MS (ESI): m/z 247.01 (M+H)+. The reactants are N1=CC=CC2=CC(=CC=C12)C#N (quinoline-6-carbonitrile). Reagents/catalysts: [Ni] (Ni). Solvent: N (ammonia), CO (methanol). Conditions: time 16 hour. Product: N1=CC=CC2=CC(=CC=C12)CN (Quinolin-6-ylmethanamine). Yield: 81.6%. Reaction SMILES: [N:1]1[C:10]2[C:5](=[CH:6][C:7]([C:11]#[N:12])=[CH:8][CH:9]=2)[CH:4]=[CH:3][CH:2]=1>N.CO.[Ni]>[N:1]1[C:10]2[C:5](=[CH:6][C:7]([CH2:11][NH2:12])=[CH:8][CH:9]=2)[CH:4]=[CH:3][CH:2]=1. Procedure: To a solution of quinoline-6-carbonitrile (96 g, 0.62 mol) in saturated ammonia in methanol (1 lit.), Raney-Ni (10 g) was added and the mixture was stirred at 1 atm of H2 at RT for 16 h. The reaction mixture was filtered and the filtrate was concentrated under vacuum to afford the title compound as a brown oil (80 g, 82%). 1H-NMR (δ ppm, DMSO-d6, 400 MHz): δ 8.83 (dd, J=4.2, 1.7 Hz, 1H), 8.29 (d, J=8.3 Hz, 1H), 7.95 (d, J=8.6 Hz, 1H), 7.85 (s, 1H), 7.75 (dd J=8.7, 1.8 Hz, 1H), 7.49 (dd, J=8.2, 4... Reactants: O=C([O-])[O-], ClCCNCCCl, Clc1ccccc1, Cl, [I-], [K+], [K+], [K+], Nc1cccc2ccc(=O)oc12. Product: O=c1ccc2cccc(N3CCNCC3)c2o1. Reaction SMILES: [C:21](=[O:22])([O-:23])[O-:24].[Cl:14][CH2:15][CH2:16][NH:17][CH2:18][CH2:19][Cl:20].[Cl:29][c:30]1[cH:31][cH:32][cH:33][cH:34][cH:35]1.[ClH:13].[I-:28].[K+:25].[K+:26].[K+:27].[NH2:1][c:2]1[cH:3][cH:4][cH:5][c:6]2[cH:7][cH:8][c:9](=[O:12])[o:10][c:11]12>>[N:1]1([c:2]2[cH:3][cH:4][cH:5][c:6]3[cH:7][cH:8][c:9](=[O:12])[o:10][c:11]23)[CH2:15][CH2:16][NH:17][CH2:18][CH2:19]1. Reactants: [N-]=[N+]=[N-].[Na+] (sodium azide), CO[C@@H]1CN(C[C@H]1OS(=O)(=O)C1=CC=C(C)C=C1)C(=O)OCC1=CC=CC=C1 ((+/−)-Trans-benzyl 3-methoxy-4-(tosyloxy)pyrrolidine-1-carboxylate). The solvent is O (water), CN(C)C=O (DMF), CC(OCC)=O.O (EA water). The product is N(=[N+]=[N-])[C@@H]1CN(C[C@@H]1OC)C(=O)OCC1=CC=CC=C1 ((+/−)-Cis-benzyl 3-azido-4-methoxypyrrolidine-1-carboxylate). Yield: 89.8%. RXN SMILES: [CH3:1][O:2][C@H:3]1[C@H:7](OS(C2C=CC(C)=CC=2)(=O)=O)[CH2:6][N:5]([C:19]([O:21][CH2:22][C:23]2[CH:28]=[CH:27][CH:26]=[CH:25][CH:24]=2)=[O:20])[CH2:4]1.[N-:29]=[N+:30]=[N-:31].[Na+]>O.CN(C=O)C.CC(=O)OCC.O>[N:29]([C@H:7]1[C@@H:3]([O:2][CH3:1])[CH2:4][N:5]([C:19]([O:21][CH2:22][C:23]2[CH:28]=[CH:27][CH:26]=[CH:25][CH:24]=2)=[O:20])[CH2:6]1)=[N+:30]=[N-:31] |f:1.2,5.6|. Procedure: (+/−)-Trans-benzyl 3-methoxy-4-(tosyloxy)pyrrolidine-1-carboxylate (10.3 g, 25.4 mmol) was added to the soln. of sodium azide (5.78 g, 89 mmol) in water (10 mL) and DMF (60 mL) and heated to 100 deg. Celsius overnight. Diluted with EA/water and stirred. The organic layer dried (Na2SO4) and concentrated to give (+/−)-Cis-benzyl 3-azido-4-methoxypyrrolidine-1-carboxylate (6.3 g, 22.80 mmol, 90% yield). 1H NMR (400 MHz, chloroform-d) δ ppm 7.34-7.43 (5 H, m), 5.13-5.21 (2 H, m), 4.01-4.04 (2 H, m),... Reactants: O=C([O-])[O-], Cn1cc(B2OC(C)(C)C(C)(C)O2)cn1, COCCOC, COc1cn(-c2cc(I)ccc2F)nc(C(=O)N(C)OC)c1=O, [Na+], [Na+], [Na+], O=C([O-])O, O, c1ccc(P(c2ccccc2)(c2ccccc2)[Pd](P(c2ccccc2)(c2ccccc2)c2ccccc2)(P(c2ccccc2)(c2ccccc2)c2ccccc2)P(c2ccccc2)(c2ccccc2)c2ccccc2)cc1. The product is COc1cn(-c2cc(-c3cnn(C)c3)ccc2F)nc(C(=O)N(C)OC)c1=O. As a reaction SMILES: [C:39](=[O:40])([O-:41])[O-:42].[CH3:24][n:25]1[n:26][cH:27][c:28]([B:30]2[O:31][C:32]([CH3:33])([CH3:34])[C:35]([CH3:36])([CH3:37])[O:38]2)[cH:29]1.[CH3:45][O:46][CH2:47][CH2:48][O:49][CH3:50].[F:1][c:2]1[c:3](-[n:9]2[n:10][c:11]([C:18](=[O:19])[N:20]([CH3:21])[O:22][CH3:23])[c:12](=[O:17])[c:13]([O:15][CH3:16])[cH:14]2)[cH:4][c:5]([I:8])[cH:6][cH:7]1.[Na+:43].[Na+:44].[Na+:56].[O-:52][C:53]([OH:54])=[O:55].[OH2:51].[cH:57]1[cH:58][cH:59][c:60]([P:61]([Pd:62]([P:63]([c:64]2[cH:65][cH:66][cH:67][cH:68][cH:69]2)([c:70]2[cH:71][cH:72][cH:73][cH:74][cH:75]2)[c:76]2[cH:77][cH:78][cH:79][cH:80][cH:81]2)([P:82]([c:83]2[cH:84][cH:85][cH:86][cH:87][cH:88]2)([c:89]2[cH:90][cH:91][cH:92][cH:93][cH:94]2)[c:95]2[cH:96][cH:97][cH:98][cH:99][cH:100]2)[P:101]([c:102]2[cH:103][cH:104][cH:105][cH:106][cH:107]2)([c:108]2[cH:109][cH:110][cH:111][cH:112][cH:113]2)[c:114]2[cH:115][cH:116][cH:117][cH:118][cH:119]2)([c:120]2[cH:121][cH:122][cH:123][cH:124][cH:125]2)[c:126]2[cH:127][cH:128][cH:129][cH:130][cH:131]2)[cH:132][cH:133]1>>[F:1][c:2]1[c:3](-[n:9]2[n:10][c:11]([C:18](=[O:19])[N:20]([CH3:21])[O:22][CH3:23])[c:12](=[O:17])[c:13]([O:15][CH3:16])[cH:14]2)[cH:4][c:5](-[c:28]2[cH:27][n:26][n:25]([CH3:24])[cH:29]2)[cH:6][cH:7]1. Reactants: C(C)(C)(C)OC(=O)N1CCC(CC1)C(CO)CO (2-(1-tert-butoxycarbonylpiperidine-4-yl)propane-1,3-diol), Cl.O1CCOCC1 (HCl dioxane). Run in CO (MeOH). Conditions: time 1 hour. Yields the product Cl.N1CCC(CC1)C(CO)CO (2-piperidine-4-ylpropane-1,3-diol hydrochloride). Reaction SMILES: C(OC([N:8]1[CH2:13][CH2:12][CH:11]([CH:14]([CH2:17][OH:18])[CH2:15][OH:16])[CH2:10][CH2:9]1)=O)(C)(C)C.[ClH:19].O1CCOCC1>CO>[ClH:19].[NH:8]1[CH2:13][CH2:12][CH:11]([CH:14]([CH2:17][OH:18])[CH2:15][OH:16])[CH2:10][CH2:9]1 |f:1.2,4.5|. Procedure details: A mixture of 1-tert-butoxycarbonylpiperidine-4-ol, triethylamine, benzenesulfonyl chloride and methylene chloride was stirred for two days at room temperature to give 1-tert-butoxycarbonylpiperidine-4-ylbenzenesulfonate. A mixture of the obtained 1-tert-butoxycarbonylpiperidine-4-ylbenzenesulfonate, diethyl malonate, 20% sodium ethoxide-EtOH solution and EtOH was stirred for 22 hours heated to reflux to give diethyl[1-(tert-butoxycarbonyl)piperidine-4-yl]malonate. A mixture of the obtained dieth...